Dataset: the Open Reaction Database (ORD), a public repository of structured organic reaction records. Task: describe an organic reaction: reactants, conditions, products, and yield Reactants: [Li]CCCC, C#CC(=O)NCCCCCC, C1CCOC1, CCCCCC, CCOC(C)=O, O=C1CCC(=O)N1Cl, O. Product: CCCCCCNC(=O)C#CCl. Reaction SMILES: [CH2:18]([Li:19])[CH2:20][CH2:21][CH3:22].[CH2:1]([CH2:2][CH2:3][CH2:4][CH2:5][CH3:6])[NH:7][C:8]([C:9]#[CH:10])=[O:11].[CH2:31]1[O:32][CH2:33][CH2:34][CH2:35]1.[CH3:12][CH2:13][CH2:14][CH2:15][CH2:16][CH3:17].[CH3:37][CH2:38][O:39][C:40](=[O:41])[CH3:42].[Cl:23][N:24]1[C:25](=[O:26])[CH2:27][CH2:28][C:29]1=[O:30].[OH2:36]>>[CH2:1]([CH2:2][CH2:3][CH2:4][CH2:5][CH3:6])[NH:7][C:8]([C:9]#[C:10][Cl:23])=[O:11]. The reactants are Cc1ccccc1, CC(C)[Si](Oc1ccc(C=O)cc1F)(C(C)C)C(C)C, O, OCCO, Cc1ccc(S(=O)(=O)O)cc1. Yields the product CC(C)[Si](Oc1ccc(C2OCCO2)cc1F)(C(C)C)C(C)C. RXN SMILES: [CH3:37][c:38]1[cH:39][cH:40][cH:41][cH:42][cH:43]1.[F:1][c:2]1[cH:3][c:4]([CH:5]=[O:6])[cH:7][cH:8][c:9]1[O:10][Si:11]([CH:12]([CH3:13])[CH3:14])([CH:15]([CH3:16])[CH3:17])[CH:18]([CH3:19])[CH3:20].[OH2:36].[OH:21][CH2:22][CH2:23][OH:24].[c:25]1([CH3:26])[cH:27][cH:28][c:29]([S:30]([OH:31])(=[O:32])=[O:33])[cH:34][cH:35]1>>[F:1][c:2]1[cH:3][c:4]([CH:5]2[O:6][CH2:23][CH2:22][O:21]2)[cH:7][cH:8][c:9]1[O:10][Si:11]([CH:12]([CH3:13])[CH3:14])([CH:15]([CH3:16])[CH3:17])[CH:18]([CH3:19])[CH3:20]. Starting materials: CCCC[N+](CCCC)(CCCC)CCCC, [F-], CCn1c(N)c(C(=O)NC)c(=O)c2ccc(C#CC(C)(C)O[Si](C)(C)C)nc21, C1CCOC1. Product: CCn1c(N)c(C(=O)NC)c(=O)c2ccc(C#CC(C)(C)O)nc21. Reaction SMILES: [CH3:30][CH2:31][CH2:32][CH2:33][N+:34]([CH2:35][CH2:36][CH2:37][CH3:38])([CH2:39][CH2:40][CH2:41][CH3:42])[CH2:43][CH2:44][CH2:45][CH3:46].[F-:29].[NH2:1][c:2]1[n:3]([CH2:27][CH3:28])[c:4]2[n:5][c:6]([C:17]#[C:18][C:19]([CH3:20])([O:21][Si:22]([CH3:23])([CH3:24])[CH3:25])[CH3:26])[cH:7][cH:8][c:9]2[c:10](=[O:16])[c:11]1[C:12](=[O:13])[NH:14][CH3:15].[O:47]1[CH2:48][CH2:49][CH2:50][CH2:51]1>>[NH2:1][c:2]1[n:3]([CH2:27][CH3:28])[c:4]2[n:5][c:6]([C:17]#[C:18][C:19]([CH3:20])([OH:21])[CH3:26])[cH:7][cH:8][c:9]2[c:10](=[O:16])[c:11]1[C:12](=[O:13])[NH:14][CH3:15]. Starting materials: N#Cc1ccccc1N, CC#N, O=C1CCC(=O)N1Cl, CCCCCl. Product: N#Cc1cc(Cl)ccc1N. RXN SMILES: [C:1]([c:2]1[c:3]([NH2:4])[cH:5][cH:6][cH:7][cH:8]1)#[N:9].[CH3:10][C:11]#[N:12].[Cl:13][N:14]1[C:15](=[O:16])[CH2:17][CH2:18][C:19]1=[O:20].[Cl:21][CH2:22][CH2:23][CH2:24][CH3:25]>>[C:1]([c:2]1[c:3]([NH2:4])[cH:5][cH:6][c:7]([Cl:13])[cH:8]1)#[N:9].